From a dataset of the Open Reaction Database (ORD), a public repository of structured organic reaction records. describe an organic reaction: reactants, conditions, products, and yield The reactants are OC1=C(C=2N(C=C1)C(=CN2)CC(F)(F)F)C#N (7-Hydroxy-3-(2,2,2-trifluoro-ethyl)-imidazo[1,2-a]pyridine-8-carbonitrile), O(Cl)Cl.[P+5] (phosphorus (V) oxychloride). Conditions: temperature 130 celsius. Yields the product ClC1=C(C=2N(C=C1)C(=CN2)CC(F)(F)F)C#N (7-Chloro-3-(2,2,2-trifluoro-ethyl)-imidazo[1,2-a]pyridine-8-carbonitrile). Yield: 56.0%. As a reaction SMILES: O[C:2]1[CH:7]=[CH:6][N:5]2[C:8]([CH2:11][C:12]([F:15])([F:14])[F:13])=[CH:9][N:10]=[C:4]2[C:3]=1[C:16]#[N:17].O(Cl)[Cl:19].[P+5]>>[Cl:19][C:2]1[CH:7]=[CH:6][N:5]2[C:8]([CH2:11][C:12]([F:15])([F:14])[F:13])=[CH:9][N:10]=[C:4]2[C:3]=1[C:16]#[N:17] |f:1.2|. Procedure details: A mixture of compound D5 (1 g, 4.148 mmol) and phosphorus (V) oxychloride (2 ml) was subjected to microwave heating at 130° C. for 15 min. After cooling to room temperature, the solvent was evaporated in vacuo. The residue was then treated with NaHCO3 (aqueous sat. solution) and extracted with DCM. The organic layer was separated, dried (MgSO4) and evaporated in vacuo. The crude product was purified by column chromatography (silica gel; Et2O as eluent). The desired fractions were collected and e... The reactants are CC(Br)C(=O)Cl, ClCCl, OC1CCCCC1, c1ccncc1. Yields the product CC(Br)C(=O)OC1CCCCC1. As a reaction SMILES: [Br:14][CH:15]([C:16](=[O:17])[Cl:18])[CH3:19].[Cl:20][CH2:21][Cl:22].[OH:1][CH:2]1[CH2:3][CH2:4][CH2:5][CH2:6][CH2:7]1.[cH:8]1[cH:9][cH:10][n:11][cH:12][cH:13]1>>[O:1]([CH:2]1[CH2:3][CH2:4][CH2:5][CH2:6][CH2:7]1)[C:16]([CH:15]([Br:14])[CH3:19])=[O:17].